Dataset: the Open Reaction Database (ORD), a public repository of structured organic reaction records. Task: describe an organic reaction: reactants, conditions, products, and yield Reactants: Nc1cc(F)c(Br)cc1F, [BH3-]C#N, ClCCl, CSC, CC(=O)O, CO, C=CCc1c(Cl)ncnc1Cl, [Na+], O. The product is Fc1cc(NCCc2c(Cl)ncnc2Cl)c(F)cc1Br. RXN SMILES: [Br:15][c:16]1[cH:17][c:18]([F:24])[c:19]([NH2:20])[cH:21][c:22]1[F:23].[C:25]([BH3-:26])#[N:27].[CH2:29]([Cl:30])[Cl:31].[CH3:12][S:13][CH3:14].[CH3:33][C:34](=[O:35])[OH:36].[CH3:37][OH:38].[Cl:1][c:2]1[n:3][cH:4][n:5][c:6]([Cl:11])[c:7]1[CH2:8][CH:9]=[CH2:10].[Na+:28].[OH2:32]>>[Cl:1][c:2]1[n:3][cH:4][n:5][c:6]([Cl:11])[c:7]1[CH2:8][CH2:9][NH:20][c:19]1[c:18]([F:24])[cH:17][c:16]([Br:15])[c:22]([F:23])[cH:21]1.